From a dataset of the Open Reaction Database (ORD), a public repository of structured organic reaction records. describe an organic reaction: reactants, conditions, products, and yield The reactants are [Al+3], O=C(c1ccccc1)N1CCc2[nH]c3cc(-c4ccccc4)ccc3c2CC1, CCOC(C)=O, CCCCCCC, [H-], [H-], [H-], [H-], [Li+], C1CCOC1. Product: c1ccc(CN2CCc3[nH]c4cc(-c5ccccc5)ccc4c3CC2)cc1. Reaction SMILES: [Al+3:2].[C:7]([c:8]1[cH:9][cH:10][cH:11][cH:12][cH:13]1)(=[O:14])[N:15]1[CH2:16][CH2:17][c:18]2[nH:19][c:20]3[cH:21][c:22](-[c:29]4[cH:30][cH:31][cH:32][cH:33][cH:34]4)[cH:23][cH:24][c:25]3[c:26]2[CH2:27][CH2:28]1.[CH3:35][CH2:36][O:37][C:38]([CH3:39])=[O:40].[CH3:41][CH2:42][CH2:43][CH2:44][CH2:45][CH2:46][CH3:47].[H-:1].[H-:4].[H-:5].[H-:6].[Li+:3].[O:48]1[CH2:49][CH2:50][CH2:51][CH2:52]1>>[CH2:7]([c:8]1[cH:9][cH:10][cH:11][cH:12][cH:13]1)[N:15]1[CH2:16][CH2:17][c:18]2[nH:19][c:20]3[cH:21][c:22](-[c:29]4[cH:30][cH:31][cH:32][cH:33][cH:34]4)[cH:23][cH:24][c:25]3[c:26]2[CH2:27][CH2:28]1. Yields the product CNC(=O)N1CCC(Oc2c(F)c(F)c(F)c(F)c2F)(c2ccccc2)CC1. As a reaction SMILES: [CH3:25][N:26]=[C:27]=[O:28].[F:1][c:2]1[c:3]([O:4][C:5]2([c:11]3[cH:12][cH:13][cH:14][cH:15][cH:16]3)[CH2:6][CH2:7][NH:8][CH2:9][CH2:10]2)[c:17]([F:24])[c:18]([F:23])[c:19]([F:22])[c:20]1[F:21].[cH:29]1[cH:30][cH:31][cH:32][cH:33][cH:34]1>>[F:1][c:2]1[c:3]([O:4][C:5]2([c:11]3[cH:12][cH:13][cH:14][cH:15][cH:16]3)[CH2:6][CH2:7][N:8]([C:27]([NH:26][CH3:25])=[O:28])[CH2:9][CH2:10]2)[c:17]([F:24])[c:18]([F:23])[c:19]([F:22])[c:20]1[F:21]. The reactants are CN=C=O, Fc1c(F)c(F)c(OC2(c3ccccc3)CCNCC2)c(F)c1F, c1ccccc1. The reactants are N#Cc1ccc(CBr)cc1, Cc1ncc2c(c1O)COC(=O)N2Cc1ccc(C#N)cc1. The product is Cc1ncc2c(c1OCc1ccc(C#N)cc1)COC(=O)N2Cc1ccc(C#N)cc1. Reaction SMILES: [Br:23][CH2:24][c:25]1[cH:26][cH:27][c:28]([C:31]#[N:32])[cH:29][cH:30]1.[OH:1][c:2]1[c:3]([CH3:22])[n:4][cH:5][c:6]2[c:11]1[CH2:10][O:9][C:8](=[O:12])[N:7]2[CH2:13][c:14]1[cH:15][cH:16][c:17]([C:18]#[N:19])[cH:20][cH:21]1>>[O:1]([c:2]1[c:3]([CH3:22])[n:4][cH:5][c:6]2[c:11]1[CH2:10][O:9][C:8](=[O:12])[N:7]2[CH2:13][c:14]1[cH:15][cH:16][c:17]([C:18]#[N:19])[cH:20][cH:21]1)[CH2:24][c:25]1[cH:26][cH:27][c:28]([C:31]#[N:32])[cH:29][cH:30]1. Starting materials: C[Si](C)(C)Cl (trimethylsilyl chloride), CN(C=O)C (dimethylformamide), ice, FC=1C=C(N)C=C(C1)F (3,5-difluoroaniline), C(CCC)[Li] (n-butyllithium), Cl (HCl). The solvent is CCCCCC (hexane), C1CCOC1 (THF). Conditions: temperature -78 celsius, time 30 minute. The product is NC1=CC(=C(C=O)C(=C1)F)F (4-Amino-2,6-difluoro-benzaldehyde). Reaction SMILES: [F:1][C:2]1[CH:3]=[C:4]([CH:6]=[C:7]([F:9])[CH:8]=1)[NH2:5].C[Si](Cl)(C)C.C([Li])CCC.CN(C)[CH:22]=[O:23].Cl>C1COCC1.CCCCCC>[NH2:5][C:4]1[CH:3]=[C:2]([F:1])[C:8]([CH:22]=[O:23])=[C:7]([F:9])[CH:6]=1. Procedure: A solution of 3,5-difluoroaniline (12.9 g, 0.1 mol) in anhydrous THF (400 mL) was cooled at −78° C. and treated with nbutyllithium (2.5 M in hexane, 84 mL, 0.21 mol, 2.1 equv.) dropwise over 25 min. After stirring at −78° C. for 30 min, trimethylsilyl chloride (1.0 M in THF, 210 mL, 0.21 mol, 2.1 equiv.) was added dropwise over 30 min. The temperature was allowed to rise to 23° C. and stirred overnight. After re-cooling to −78° C., additional n-butyllithium (2.5 M in hexane, 44 mL, 0.11 mol, 1.1... Reactants: [Al+3], CCOC(=O)c1ccc(-c2nn(Cc3ccc(Cl)s3)c3ccccc23)o1, [H-], [H-], [H-], [H-], [Li+]. Product: OCc1ccc(-c2nn(Cc3ccc(Cl)s3)c3ccccc23)o1. As a reaction SMILES: [Al+3:28].[Cl:1][c:2]1[cH:3][cH:4][c:5]([CH2:7][n:8]2[n:9][c:10](-[c:17]3[o:18][c:19]([C:22](=[O:23])[O:24][CH2:25][CH3:26])[cH:20][cH:21]3)[c:11]3[cH:12][cH:13][cH:14][cH:15][c:16]23)[s:6]1.[H-:27].[H-:30].[H-:31].[H-:32].[Li+:29]>>[Cl:1][c:2]1[cH:3][cH:4][c:5]([CH2:7][n:8]2[n:9][c:10](-[c:17]3[o:18][c:19]([CH2:22][OH:23])[cH:20][cH:21]3)[c:11]3[cH:12][cH:13][cH:14][cH:15][c:16]23)[s:6]1. Starting materials: CC(C)(O)C#Cc1ccc(Br)cn1, O=C([O-])[O-], C1COCCO1, OB(O)Oc1ccc(Cl)cc1, [Na+], [Na+]. The product is CC(C)(O)C#Cc1ccc(-c2ccc(Cl)cc2)cn1. Reaction SMILES: [Br:7][c:8]1[cH:9][cH:10][c:11]([C:14]#[C:15][C:16]([CH3:17])([OH:18])[CH3:19])[n:12][cH:13]1.[C:1](=[O:2])([O-:3])[O-:4].[CH2:31]1[O:32][CH2:33][CH2:34][O:35][CH2:36]1.[Cl:20][c:21]1[cH:22][cH:23][c:24]([O:27][B:28]([OH:29])[OH:30])[cH:25][cH:26]1.[Na+:5].[Na+:6]>>[c:8]1(-[c:24]2[cH:23][cH:22][c:21]([Cl:20])[cH:26][cH:25]2)[cH:9][cH:10][c:11]([C:14]#[C:15][C:16]([CH3:17])([OH:18])[CH3:19])[n:12][cH:13]1.